From a dataset of the Open Reaction Database (ORD), a public repository of structured organic reaction records. describe an organic reaction: reactants, conditions, products, and yield Isolated yield 65.0%. Procedure details: The procedure similar to that described in Example 1 was repeated, except that 300 mg (0.64 mmol) of 6-chloro-3-[1-(6,7-dimethoxy-4-quinazolinyl)-4-piperidinyl]-1,2,3,4-tetrahydro-2,4-dioxoquinazoline (Compound h) obtained according to the method described in the literature [Chem. Pharm. Bull., 38, 1591-1595 (1990)] was used in place of Compound 24. As a result, 199.2 mg (yield: 65%) of Compound 40 was obtained as white crystals. RXN SMILES: [Cl:1][C:2]1[CH:3]=[C:4]2[C:9](=[CH:10][CH:11]=1)[NH:8][C:7](=[O:12])[N:6]([CH:13]1[CH2:18][CH2:17][N:16]([C:19]3[C:28]4[C:23](=[CH:24][C:25]([O:31][CH3:32])=[C:26]([O:29][CH3:30])[CH:27]=4)[N:22]=[CH:21][N:20]=3)[CH2:15][CH2:14]1)[C:5]2=[O:33].[CH3:34]OC1C=C2C(=CC=1OC)N=CN=C2N1CCC(N2C(=O)C3C(=CC=C([N+]([O-])=O)C=3)NC2=O)CC1>>[Cl:1][C:2]1[CH:3]=[C:4]2[C:9](=[CH:10][CH:11]=1)[N:8]([CH3:34])[C:7](=[O:12])[N:6]([CH:13]1[CH2:14][CH2:15][N:16]([C:19]3[C:28]4[C:23](=[CH:24][C:25]([O:31][CH3:32])=[C:26]([O:29][CH3:30])[CH:27]=4)[N:22]=[CH:21][N:20]=3)[CH2:17][CH2:18]1)[C:5]2=[O:33]. Yields the product ClC=1C=C2C(N(C(N(C2=CC1)C)=O)C1CCN(CC1)C1=NC=NC2=CC(=C(C=C12)OC)OC)=O (6-Chloro-3-[1-(6,7-dimethoxy-4-quinazolinyl)-4-piperidinyl]-1,2,3,4-tetrahydro-1-methyl-2,4-dioxoquinazoline). Reactants: ClC=1C=C2C(N(C(NC2=CC1)=O)C1CCN(CC1)C1=NC=NC2=CC(=C(C=C12)OC)OC)=O (6-chloro-3-[1-(6,7-dimethoxy-4-quinazolinyl)-4-piperidinyl]-1,2,3,4-tetrahydro-2,4-dioxoquinazoline), ClC=1C=C2C(N(C(NC2=CC1)=O)C1CCN(CC1)C1=NC=NC2=CC(=C(C=C12)OC)OC)=O (6-chloro-3-[1-(6,7-dimethoxy-4-quinazolinyl)-4-piperidinyl]-1,2,3,4-tetrahydro-2,4-dioxoquinazoline), COC=1C=C2C(=NC=NC2=CC1OC)N1CCC(CC1)N1C(NC2=CC=C(C=C2C1=O)[N+](=O)[O-])=O (3-[1-(6,7-dimethoxy-4-quinazolinyl)-4-piperidinyl]-1,2,3,4-tetrahydro-6-nitro-2,4-dioxoquinazoline). Reactants: FC(C(=O)O)CCC1=CC=CC=C1 ((RS)-2-fluoro-4-phenyl-butyric acid), Br.N1C[C@H](CC1)SC1=CC=C(C=C1)O ((3S)-4-(pyrrolidin-3-yl-sulfanyl)-phenol hydrobromide). The product is FC(C(=O)N1C[C@H](CC1)SC1=CC=C(C=C1)O)CCC1=CC=CC=C1 ((2RS,3S)-2-Fluoro-1-[3-(4-hydroxy-phenylsulfanyl)-pyrrolidin-1-yl]-4-phenyl-butan-1-one). RXN SMILES: [F:1][CH:2]([CH2:6][CH2:7][C:8]1[CH:13]=[CH:12][CH:11]=[CH:10][CH:9]=1)[C:3]([OH:5])=O.Br.[NH:15]1[CH2:19][CH2:18][C@H:17]([S:20][C:21]2[CH:26]=[CH:25][C:24]([OH:27])=[CH:23][CH:22]=2)[CH2:16]1>>[F:1][CH:2]([CH2:6][CH2:7][C:8]1[CH:13]=[CH:12][CH:11]=[CH:10][CH:9]=1)[C:3]([N:15]1[CH2:19][CH2:18][C@H:17]([S:20][C:21]2[CH:26]=[CH:25][C:24]([OH:27])=[CH:23][CH:22]=2)[CH2:16]1)=[O:5] |f:1.2|. Reported procedure: The title compound, MS: m/e=360.2 (M+H+) was prepared from (RS)-2-fluoro-4-phenyl-butyric acid and (3S)-4-(pyrrolidin-3-yl-sulfanyl)-phenol hydrobromide. The reactants are CCS(=O)(=O)N1CCN(c2nc(-c3cnc(N)c(OC)c3)c(Br)n2COCC[Si](C)(C)C)CC1, C1CCOC1, CN(C)C=O. Yields the product COc1cc(-c2nc(N3CCNCC3)n(COCC[Si](C)(C)C)c2Br)cnc1N. RXN SMILES: [Br:1][c:2]1[c:3](-[c:26]2[cH:27][c:28]([O:33][CH3:34])[c:29]([NH2:32])[n:30][cH:31]2)[n:4][c:5]([N:15]2[CH2:16][CH2:17][N:18]([S:21]([CH2:22][CH3:23])(=[O:24])=[O:25])[CH2:19][CH2:20]2)[n:6]1[CH2:7][O:8][CH2:9][CH2:10][Si:11]([CH3:12])([CH3:13])[CH3:14].[CH2:35]1[O:36][CH2:37][CH2:38][CH2:39]1.[O:40]=[CH:41][N:42]([CH3:43])[CH3:44]>>[Br:1][c:2]1[c:3](-[c:26]2[cH:27][c:28]([O:33][CH3:34])[c:29]([NH2:32])[n:30][cH:31]2)[n:4][c:5]([N:15]2[CH2:16][CH2:17][NH:18][CH2:19][CH2:20]2)[n:6]1[CH2:7][O:8][CH2:9][CH2:10][Si:11]([CH3:12])([CH3:13])[CH3:14]. Reactants: CC(C)C(=O)Nc1ccc(C2CCNCC2)cc1, ClCCCCCn1ccc2ccccc21. Yields the product CC(C)C(=O)Nc1ccc(C2CCN(CCCCCn3ccc4ccccc43)CC2)cc1. RXN SMILES: [CH3:16][CH:17]([C:18](=[O:19])[NH:20][c:21]1[cH:22][cH:23][c:24]([CH:27]2[CH2:28][CH2:29][NH:30][CH2:31][CH2:32]2)[cH:25][cH:26]1)[CH3:33].[Cl:1][CH2:2][CH2:3][CH2:4][CH2:5][CH2:6][n:7]1[cH:8][cH:9][c:10]2[cH:11][cH:12][cH:13][cH:14][c:15]12>>[CH2:2]([CH2:3][CH2:4][CH2:5][CH2:6][n:7]1[cH:8][cH:9][c:10]2[cH:11][cH:12][cH:13][cH:14][c:15]12)[N:30]1[CH2:29][CH2:28][CH:27]([c:24]2[cH:23][cH:22][c:21]([NH:20][C:18]([CH:17]([CH3:16])[CH3:33])=[O:19])[cH:26][cH:25]2)[CH2:32][CH2:31]1. Reactants: ClC1=CC=C(C=C1)C(C(=O)OCC(CN1C=NC=C1)(O)C1=C(C=C(C=C1)Cl)Cl)C(C)C ((-)-3-[2-(4-chlorophenyl)isovaleroyloxy]-2-(2,4-dichlorophenyl)-1-(imidazol-1-yl)-2-propanol), [OH-].[Na+] (sodium hydroxide). The solvent is C(C)O (ethanol), O (water). Conditions: temperature 80 celsius, time 4 hour. Product: ClC1=C(C=CC(=C1)Cl)C(CN1C=NC=C1)(CO)O ((-)-2-(2,4-dichlorophenyl)-1-(imidazol-1-yl)-2,3-propanediol). RXN SMILES: ClC1C=CC(C(C(C)C)C([O:11][CH2:12][C:13]([C:21]2[CH:26]=[CH:25][C:24]([Cl:27])=[CH:23][C:22]=2[Cl:28])([OH:20])[CH2:14][N:15]2[CH:19]=[CH:18][N:17]=[CH:16]2)=O)=CC=1.[OH-].[Na+]>C(O)C.O>[Cl:28][C:22]1[CH:23]=[C:24]([Cl:27])[CH:25]=[CH:26][C:21]=1[C:13]([OH:20])([CH2:12][OH:11])[CH2:14][N:15]1[CH:19]=[CH:18][N:17]=[CH:16]1 |f:1.2|. Procedure: To a solution of (-)-3-[2-(4-chlorophenyl)isovaleroyloxy]-2-(2,4-dichlorophenyl)-1-(imidazol-1-yl)-2-propanol (6.85 g; M.P., 174°-175° C.) in ethanol (60 ml) was added a solution of sodium hydroxide (1.8 g) in water (10 ml), and the mixture was heated with stirring at 80° C. for 4 hours. The solvent was removed in vacuo and the residue was dissolved in 6N hydrochloric acid (70 ml). The acidic aqueous solution was washed with chloroform (20 ml×2) and then neutralized with a 28% aqueous ammonia so... Reactants: Cl.COC(CN)=O (glycine methyl ester hydrochloride), CO (methanol), C1(=CC=CC=C1)CC=O (phenylacetaldehyde), C(C)(=O)O[BH-](OC(C)=O)OC(C)=O.[Na+] (sodium triacetoxyborohydride). Run in C(C)(=O)O (acetic acid). Reaction conditions: temperature 0 celsius. The product is C(CC1=CC=CC=C1)NCC(=O)OC (Methyl N-(phenethyl)glycinate). Yield: 33.4%. As a reaction SMILES: Cl.[CH3:2][O:3][C:4](=[O:7])[CH2:5][NH2:6].CO.[C:10]1([CH2:16][CH:17]=O)[CH:15]=[CH:14][CH:13]=[CH:12][CH:11]=1.C(O[BH-](OC(=O)C)OC(=O)C)(=O)C.[Na+]>C(O)(=O)C>[CH2:17]([NH:6][CH2:5][C:4]([O:3][CH3:2])=[O:7])[CH2:16][C:10]1[CH:15]=[CH:14][CH:13]=[CH:12][CH:11]=1 |f:0.1,4.5|. Reported procedure: A cold solution (0° C.) of glycine methyl ester hydrochloride (1.0 g, 8 mmol), methanol (25 mL), glacial acetic acid (0.8 mmol, and phenylacetaldehyde (0.481 g, 4 mmol) was treated with sodium triacetoxyborohydride (1.7 g, 8 mmol) in two portions. The reaction mixture was maintained at 0° C. for 1.5 hr, and then quenched with saturated sodium bicarbonate (15 mL). The solution was extracted with ethyl acetate. The organic phase was collected, dried over anhydrous sodium sulfate, and adsorbed onto... The product is CC1(c2ccc(N)cc2)C(=O)Nc2cc(Cl)ccc2C1=O. Reaction SMILES: [CH3:24][OH:25].[Cl:1][c:2]1[cH:3][cH:4][c:5]2[c:10]([cH:11]1)[NH:9][C:8](=[O:12])[C:7]([c:13]1[cH:14][cH:15][c:16]([N+:19]([O-:20])=[O:21])[cH:17][cH:18]1)([CH3:22])[C:6]2=[O:23].[ClH:26]>>[Cl:1][c:2]1[cH:3][cH:4][c:5]2[c:10]([cH:11]1)[NH:9][C:8](=[O:12])[C:7]([c:13]1[cH:14][cH:15][c:16]([NH2:19])[cH:17][cH:18]1)([CH3:22])[C:6]2=[O:23]. The reactants are CO, CC1(c2ccc([N+](=O)[O-])cc2)C(=O)Nc2cc(Cl)ccc2C1=O, Cl. Reactants: CN(C(=O)[C@H]1N(C[C@H](C1)S)C(=O)OCC1=CC=C(C=C1)[N+](=O)[O-])C ((2S,4S)-2-dimethylcarbamoyl-1-(4-nitrobenzyloxycarbonyl)-4-mercaptopyrrolidine), [Si](C)(C)(C(C)(C)C)O[C@H](C)[C@@H]1[C@H]2N(C(=C(C2)S(=O)C2=CC=CC=C2)C(=O)OCC2=CC=C(C=C2)[N+](=O)[O-])C1=O (4-nitrobenzyl (5S,6S)-6-[1(R)-t-butyldimethylsilyloxyethyl]-2-phenylsulfinyl-1-carbapen-2-em-3-carboxylate). Yields the product [Si](C)(C)(C(C)(C)C)O[C@H](C)[C@@H]1[C@H]2N(C(=C(C2)S[C@@H]2CN([C@@H](C2)C(N(C)C)=O)C(=O)OCC2=CC=C(C=C2)[N+](=O)[O-])C(=O)OCC2=CC=C(C=C2)[N+](=O)[O-])C1=O (4-Nitrobenzyl (5S,6S)-6-[1(R)-t-butyldimethylsilyloxyethyl]-2-[(3S,5S)-5-dimethylcarbamoyl-1-(4-nitrobenzyloxycarbonyl)-3-pyrrolidinylthio]-1-carbapen-2em-3-carboxylate). The yield is 89.0%. RXN SMILES: [CH3:1][N:2]([CH3:24])[C:3]([C@@H:5]1[CH2:9][C@H:8]([SH:10])[CH2:7][N:6]1[C:11]([O:13][CH2:14][C:15]1[CH:20]=[CH:19][C:18]([N+:21]([O-:23])=[O:22])=[CH:17][CH:16]=1)=[O:12])=[O:4].[Si:25]([O:32][C@@H:33]([C@H:35]1[C:62](=[O:63])[N:37]2[C:38]([C:49]([O:51][CH2:52][C:53]3[CH:58]=[CH:57][C:56]([N+:59]([O-:61])=[O:60])=[CH:55][CH:54]=3)=[O:50])=[C:39](S(C3C=CC=CC=3)=O)[CH2:40][C@@H:36]12)[CH3:34])([C:28]([CH3:31])([CH3:30])[CH3:29])([CH3:27])[CH3:26]>>[Si:25]([O:32][C@@H:33]([C@H:35]1[C:62](=[O:63])[N:37]2[C:38]([C:49]([O:51][CH2:52][C:53]3[CH:58]=[CH:57][C:56]([N+:59]([O-:61])=[O:60])=[CH:55][CH:54]=3)=[O:50])=[C:39]([S:10][C@H:8]3[CH2:9][C@@H:5]([C:3](=[O:4])[N:2]([CH3:24])[CH3:1])[N:6]([C:11]([O:13][CH2:14][C:15]4[CH:16]=[CH:17][C:18]([N+:21]([O-:23])=[O:22])=[CH:19][CH:20]=4)=[O:12])[CH2:7]3)[CH2:40][C@@H:36]12)[CH3:34])([C:28]([CH3:31])([CH3:29])[CH3:30])([CH3:27])[CH3:26]. Reported procedure: Following a procedure similar to that described in Example 18, but using (2S,4S)-2-dimethylcarbamoyl-1-(4-nitrobenzyloxycarbonyl)-4-mercaptopyrrolidine and the crude 4-nitrobenzyl (5S,6S)-6-[1(R)-t-butyldimethylsilyloxyethyl]-2-phenylsulfinyl-1-carbapen-2-em-3-carboxylate (prepared as described in Preparation 47, but used before purification by column chromatography) as starting materials, in relative proportions similar to those used in that Example, the title compound was obtained as a foam-li... The reactants are CNC(C)C (N-methylpropan-2-amine), C1(CC1)N(C(=O)C1=CC=2C(=NC(=C3C2N(C=N3)C)NC=3SC(=CN3)C(=O)O)N1CC)C1CC1 (2-(7-(dicyclopropylcarbamoyl)-6-ethyl-1-methyl-1,6-dihydroimidazo[4,5-d]pyrrolo[2,3-b]pyridin-4-ylamino)thiazole-5-carboxylic acid). The product is C1(CC1)N(C(=O)C1=CC=2C(=NC(=C3C2N(C=N3)C)NC=3SC(=CN3)C(=O)N(C)C(C)C)N1CC)C1CC1 (2-(7-(dicyclopropylcarbamoyl)-6-ethyl-1-methyl-1,6-dihydroimidazo[4,5-d]pyrrolo[2,3-b]pyridin-4-ylamino)-N-isopropyl-N-methylthiazole-5-carboxamide). RXN SMILES: [CH3:1][NH:2][CH:3]([CH3:5])[CH3:4].[CH:6]1([N:9]([CH:36]2[CH2:38][CH2:37]2)[C:10]([C:12]2[N:33]([CH2:34][CH3:35])[C:15]3=[N:16][C:17]([NH:24][C:25]4[S:26][C:27]([C:30]([OH:32])=O)=[CH:28][N:29]=4)=[C:18]4[N:22]=[CH:21][N:20]([CH3:23])[C:19]4=[C:14]3[CH:13]=2)=[O:11])[CH2:8][CH2:7]1>>[CH:6]1([N:9]([CH:36]2[CH2:38][CH2:37]2)[C:10]([C:12]2[N:33]([CH2:34][CH3:35])[C:15]3=[N:16][C:17]([NH:24][C:25]4[S:26][C:27]([C:30]([N:2]([CH:3]([CH3:5])[CH3:4])[CH3:1])=[O:32])=[CH:28][N:29]=4)=[C:18]4[N:22]=[CH:21][N:20]([CH3:23])[C:19]4=[C:14]3[CH:13]=2)=[O:11])[CH2:7][CH2:8]1. Procedure details: This compound was prepared according to Example 20 using N-methylpropan-2-amine and 2-(7-(dicyclopropylcarbamoyl)-6-ethyl-1-methyl-1,6-dihydroimidazo[4,5-d]pyrrolo[2,3-b]pyridin-4-ylamino)thiazole-5-carboxylic acid (example 20A) to provide 2-(7-(dicyclopropylcarbamoyl)-6-ethyl-1-methyl-1,6-dihydroimidazo[4,5-d]pyrrolo[2,3-b]pyridin-4-ylamino)-N-isopropyl-N-methylthiazole-5-carboxamide Reactants: [N+](=O)([O-])C=1C=C(C=CC1)C=C(C(=O)OC(C)(C)C)C(C)=O (2-[(3-nitrophenyl)methylene]-3-oxobutanoic acid, t-butyl ester), COC(=N)N.OS(=O)(=O)O (o-methylisourea hydrogen sulfate), C([O-])(O)=O.[Na+] (sodium bicarbonate). The solvent is CN(C=O)C (dimethylformamide). Conditions: time 8 hour. The product is COC=1NC(=C(C(N1)C1=CC(=CC=C1)[N+](=O)[O-])C(=O)OC(C)(C)C)C (1,4-Dihydro-2-methoxy-6-methyl-4-(3-nitrophenyl)-5-pyrimidinecarboxylic acid, t-butyl ester). Isolated yield 122.7%. Reaction SMILES: [N+:1]([C:4]1[CH:5]=[C:6]([CH:10]=[C:11]([C:19](=O)[CH3:20])[C:12]([O:14][C:15]([CH3:18])([CH3:17])[CH3:16])=[O:13])[CH:7]=[CH:8][CH:9]=1)([O-:3])=[O:2].[CH3:22][O:23][C:24]([NH2:26])=[NH:25].OS(O)(=O)=O.C(=O)(O)[O-].[Na+]>CN(C)C=O>[CH3:22][O:23][C:24]1[NH:26][C:19]([CH3:20])=[C:11]([C:12]([O:14][C:15]([CH3:18])([CH3:17])[CH3:16])=[O:13])[CH:10]([C:6]2[CH:7]=[CH:8][CH:9]=[C:4]([N+:1]([O-:3])=[O:2])[CH:5]=2)[N:25]=1 |f:1.2,3.4|. Procedure: A mixture of 2-[(3-nitrophenyl)methylene]-3-oxobutanoic acid, t-butyl ester (6.80 g, 23.3 mmol), o-methylisourea hydrogen sulfate (5.22 g, 30.3 mmol), and sodium bicarbonate (5.87 g, 69.9 mmol) in dimethylformamide (35 ml) was stirred at room temperature overnight under argon. After 23 hours at room temperature, the reaction was heated at 60° C. (oil bath) for 5.5 hours. It was then partitioned between ethyl acetate and 5% sodium bicarbonate. The organic phase was washed several times with water...